This data is from the Open Reaction Database (ORD), a public repository of structured organic reaction records. The task is: describe an organic reaction: reactants, conditions, products, and yield The reactants are N1(CCCC1)CCCOC1=CC=C(C=C1)C1(CCCCC1)C(=O)N1CCNCC1 (1-({1-[4-(3-pyrrolidin-1-ylpropoxy)phenyl]cyclohexyl}carbonyl)piperazine), [H-].[Al+3].[Li+].[H-].[H-].[H-] (lithium aluminium hydride). Yields the product N1(CCCC1)CCCOC1=CC=C(C=C1)C1(CCCCC1)CN1CCNCC1 (1-({1-[4-(3-pyrrolidin-1-ylpropoxy)phenyl]cyclohexyl}methyl) piperazine). Isolated yield 59.0%. Reaction SMILES: [N:1]1([CH2:6][CH2:7][CH2:8][O:9][C:10]2[CH:15]=[CH:14][C:13]([C:16]3([C:22]([N:24]4[CH2:29][CH2:28][NH:27][CH2:26][CH2:25]4)=O)[CH2:21][CH2:20][CH2:19][CH2:18][CH2:17]3)=[CH:12][CH:11]=2)[CH2:5][CH2:4][CH2:3][CH2:2]1.[H-].[Al+3].[Li+].[H-].[H-].[H-]>>[N:1]1([CH2:6][CH2:7][CH2:8][O:9][C:10]2[CH:11]=[CH:12][C:13]([C:16]3([CH2:22][N:24]4[CH2:25][CH2:26][NH:27][CH2:28][CH2:29]4)[CH2:21][CH2:20][CH2:19][CH2:18][CH2:17]3)=[CH:14][CH:15]=2)[CH2:5][CH2:4][CH2:3][CH2:2]1 |f:1.2.3.4.5.6|. Procedure: The title compound (187 mg, 59%) was prepared using 1-({1-[4-(3-pyrrolidin-1-ylpropoxy)phenyl]cyclohexyl}carbonyl)piperazine and lithium aluminium hydride similarly to the procedure used for example 142. 1H NMR (400 MHz, CDCl3) δ 1.30-1.33 (m, 3H), 1.46-1.54 (m, 4H), 1.78-1.81 (m, 4H), 1.98-2.05 (m, 4H), 2.09-2.12 (m, 6H), 2.23 (s, 2H), 2.53-2.57 (m, 4H), 2.62-2.71 (m, 6H), 4.01 (t, 2H), 6.83 (d, 2H), 7.26 (d, 2H). LRMS APCI+ m/z 386 [MH]+. Starting materials: ClC1=C(C(=O)O)C(=CC=C1)Cl (2,6-dichlorobenzoic acid), COC1=C(C=C(C=C1)C)OC (1,2-dimethoxy-4-methylbenzene). Product: ClC1=C(C(=CC=C1)Cl)C(=O)C1=CC(=C(C=C1C)OC)OC ((2,6-dichlorophenyl)-(3,4-dimethoxy-6-methyl-phenyl)-methanone). RXN SMILES: [Cl:1][C:2]1[CH:10]=[CH:9][CH:8]=[C:7]([Cl:11])[C:3]=1[C:4]([OH:6])=O.[CH3:12][O:13][C:14]1[CH:19]=[CH:18][C:17]([CH3:20])=[CH:16][C:15]=1[O:21][CH3:22]>>[Cl:11][C:7]1[CH:8]=[CH:9][CH:10]=[C:2]([Cl:1])[C:3]=1[C:4]([C:18]1[C:17]([CH3:20])=[CH:16][C:15]([O:21][CH3:22])=[C:14]([O:13][CH3:12])[CH:19]=1)=[O:6]. Procedure: Reaction of 9.5 g (0.05 mol) of 2,6-dichlorobenzoic acid and 7.5 g (0.05 mol) of 1,2-dimethoxy-4-methylbenzene, in a manner analogous to that of Example 3(a), yields (2,6-dichlorophenyl)-(3,4-dimethoxy-6-methyl-phenyl)-methanone as colourless crystals, m.p. 101°-103° C.